From a dataset of the Open Reaction Database (ORD), a public repository of structured organic reaction records. describe an organic reaction: reactants, conditions, products, and yield Starting materials: COC1=CC=C(CS[C@H]2C[C@H](N(C2)C(=O)OCC2=CC=C(C=C2)[N+](=O)[O-])C(=O)O)C=C1 ((2S,4S)-4-(4-methoxybenzyl)thio-1-(4-nitrobenzyloxycarbonyl)-L-proline), N,N'-carbonyldiimidazole, ( 1 ), O1CCCC1 (tetrahydrofuran). Solvent: C(C)#N (acetonitrile). Reaction conditions: time 1 hour. Product: C(C)(C)N(C(C)C)CC (N,N-diisopropylethylamine), compound. As a reaction SMILES: COC1C=CC(CS[C@@H:9]2[CH2:13][N:12](C(OCC3C=CC([N+]([O-])=O)=CC=3)=O)[C@H:11]([C:27](O)=O)[CH2:10]2)=CC=1.O1[CH2:36][CH2:35][CH2:34]C1>C(#N)C>[CH:35]([N:12]([CH2:13][CH3:9])[CH:11]([CH3:27])[CH3:10])([CH3:36])[CH3:34]. Reported procedure: To a solution of (2S,4S)-4-(4-methoxybenzyl)thio-1-(4-nitrobenzyloxycarbonyl)-L-proline (1.28 g) in anhydrous acetonitrile (19 ml), N,N'-carbonyldiimidazole (489 mg) was added, followed by stirring at room temperature for one hour. To the reaction mixture, N,N-diisopropylethylamine (478 μl) and a solution of the compound (2.60 g), which had been obtained in (1), in anhydrous tetrahydrofuran (15 ml ) were added. The resulting mixture was treated in a similar manner to that described in Referentia... Reactants: ClC=1C=C(C=CC1Cl)C1(CC(NC1)=O)CCCOC1OCCCC1 (4-(3,4-dichloro-phenyl)-4-[3-(tetrahydro-pyran-2-yloxy)-propyl]-pyrrolidin-2-one), COC=1C=C(CBr)C=C(C1OC)OC (3,4,5-trimethoxy-benzyl bromide). Product: ClC=1C=C(C=CC1Cl)C1(CC(N(C1)CC1=CC(=C(C(=C1)OC)OC)OC)=O)CCCOC1OCCCC1 (4-(3,4-dichloro-phenyl)-1-(3,4,5-trimethoxy-benzyl)-4-[3-(tetrahydro-pyran-2-yloxy)-propyl]-pyrrolidin-2-one). As a reaction SMILES: [Cl:1][C:2]1[CH:3]=[C:4]([C:9]2([CH2:15][CH2:16][CH2:17][O:18][CH:19]3[CH2:24][CH2:23][CH2:22][CH2:21][O:20]3)[CH2:13][NH:12][C:11](=[O:14])[CH2:10]2)[CH:5]=[CH:6][C:7]=1[Cl:8].[CH3:25][O:26][C:27]1[CH:28]=[C:29]([CH:32]=[C:33]([O:37][CH3:38])[C:34]=1[O:35][CH3:36])[CH2:30]Br>>[Cl:1][C:2]1[CH:3]=[C:4]([C:9]2([CH2:15][CH2:16][CH2:17][O:18][CH:19]3[CH2:24][CH2:23][CH2:22][CH2:21][O:20]3)[CH2:13][N:12]([CH2:30][C:29]3[CH:32]=[C:33]([O:37][CH3:38])[C:34]([O:35][CH3:36])=[C:27]([O:26][CH3:25])[CH:28]=3)[C:11](=[O:14])[CH2:10]2)[CH:5]=[CH:6][C:7]=1[Cl:8]. Reported procedure: Prepare according to the procedure of example 11.4 using 4-(3,4-dichloro-phenyl)-4-[3-(tetrahydro-pyran-2-yloxy)-propyl]-pyrrolidin-2-one (2.79 mmol) and 3,4,5-trimethoxy-benzyl bromide (5.9 mmol). Chromatograph on silica gel to give the title compound.